This data is from the Open Reaction Database (ORD), a public repository of structured organic reaction records. The task is: describe an organic reaction: reactants, conditions, products, and yield Starting materials: N1(C=NC=C1)CC(O)C1=CC=CC=C1 (2-(1H-1-imidazolyl)-1-phenyl-1-ethanol), N1(C=NC=C1)CCOC=1C=C2CCCC(C2=CC1)=O (6-[2-(1H-1-imidazolyl)ethoxy]-1,2,3,4-tetrahydro-1-naphthalenone). Product: N1(C=NC=C1)CC(OC=1C=C2CCCC(C2=CC1)=O)C1=CC=CC=C1 (6-[2-(1H-1-Imidazolyl)-1-phenylethoxy]-1,2,3.4-tetrahydro-1-naphthalenone). Isolated yield 93.7%. RXN SMILES: [N:1]1([CH2:6][CH:7]([C:9]2[CH:14]=[CH:13][CH:12]=[CH:11][CH:10]=2)[OH:8])[CH:5]=[CH:4][N:3]=[CH:2]1.N1(CCO[C:23]2[CH:24]=[C:25]3[C:30](=[CH:31][CH:32]=2)[C:29](=[O:33])[CH2:28][CH2:27][CH2:26]3)C=CN=C1>>[N:1]1([CH2:6][CH:7]([C:9]2[CH:14]=[CH:13][CH:12]=[CH:11][CH:10]=2)[O:8][C:23]2[CH:24]=[C:25]3[C:30](=[CH:31][CH:32]=2)[C:29](=[O:33])[CH2:28][CH2:27][CH2:26]3)[CH:5]=[CH:4][N:3]=[CH:2]1. Procedure details: Following the procedure of Example 78, Step 3, but using 2.63 g (14.0 mmol) of 2-(1H-1-imidazolyl)-1-phenyl-1-ethanol and 2.0 g (12.3 mmol) of 6-[2-(1H-1-imidazolyl)ethoxy]-1,2,3,4-tetrahydro-1-naphthalenone, there was obtained 3.83 g (93.6% yield) of the product as a glass. The structure was confirmed by NMR and mass spectroscopy. MS m/z 333 (M+H+).